This data is from the Open Reaction Database (ORD), a public repository of structured organic reaction records. The task is: describe an organic reaction: reactants, conditions, products, and yield The reactants are NC1=C(C(=O)O)C=CC(=N1)Cl (2-amino-6-chloronicotinic acid), C([O-])([O-])=O.[K+].[K+] (potassium carbonate), IC (iodomethane). Solvent: CN(C)C=O (DMF). Conditions: time 18 hour. Yields the product COC(C1=C(N=C(C=C1)Cl)N)=O (2-amino-6-chloronicotinic acid methyl ester). The yield is 54.0%. Reaction SMILES: [NH2:1][C:2]1[N:10]=[C:9]([Cl:11])[CH:8]=[CH:7][C:3]=1[C:4]([OH:6])=[O:5].[C:12](=O)([O-])[O-].[K+].[K+].IC>CN(C=O)C>[CH3:12][O:5][C:4](=[O:6])[C:3]1[CH:7]=[CH:8][C:9]([Cl:11])=[N:10][C:2]=1[NH2:1] |f:1.2.3|. Procedure details: A suspension of 2-amino-6-chloronicotinic acid (500 mg, 2.90 mmol) and is potassium carbonate (441 mg, 3.19 mmol) in DMF (5 ml) was heated to reflux. The reaction mixture was cooled to room temperature and 273 μl of iodomethane (4.35 mmol) were added. The mixture was then refluxed under stirring for 18 h. After subsequent cooling, the mixture was finally filtered and the filtrate was concentrated under reduced pressure. The crude product was purified by flash chromatography on silica gel (ethyl ... Reactants: ClCC1CN(CCO1)CC1=CC=CC=C1 (2-chloromethyl-4-benzylmorpholine), C(C1=CC=CC=C1)NC (N-benzyl-N-methylamine), [I-].[Na+] (sodium iodide). The solvent is CN(C=O)C (dimethylformamide). Run at temperature 140 celsius, time 6 hour. Product: Cl.Cl.C(C1=CC=CC=C1)N(C)CC1CN(CCO1)CC1=CC=CC=C1 (2-(N-benzyl-N-methylaminomethyl)-4-benzylmorpholine dihydrochloride). As a reaction SMILES: [Cl:1][CH2:2][CH:3]1[O:8][CH2:7][CH2:6][N:5]([CH2:9][C:10]2[CH:15]=[CH:14][CH:13]=[CH:12][CH:11]=2)[CH2:4]1.[CH2:16]([NH:23][CH3:24])[C:17]1[CH:22]=[CH:21][CH:20]=[CH:19][CH:18]=1.[I-].[Na+]>CN(C)C=O>[ClH:1].[ClH:1].[CH2:16]([N:23]([CH2:2][CH:3]1[O:8][CH2:7][CH2:6][N:5]([CH2:9][C:10]2[CH:15]=[CH:14][CH:13]=[CH:12][CH:11]=2)[CH2:4]1)[CH3:24])[C:17]1[CH:22]=[CH:21][CH:20]=[CH:19][CH:18]=1 |f:2.3,5.6.7|. Procedure details: A mixture of 58 g of 2-chloromethyl-4-benzylmorpholine, 62.3 g of N-benzyl-N-methylamine and 38.6 g of sodium iodide in 220 ml of dimethylformamide is refluxed under stirring at 140° C. for 6 hours. After completion of the reaction, the dimethylformamide is distilled off under reduced pressure, water is added to the residue and the mixture is subjected to extraction with ethyl acetate. After washing with water, the resultant mixture is dried over anhydrous magnesium sulfate and the solvent is di... The reactants are CCCCCCCCCCC1CO1, O, c1ccc(-c2ncc[nH]2)nc1. Yields the product CCCCCCCCCCC(O)Cn1ccnc1-c1ccccn1. Reaction SMILES: [O:12]1[CH2:13][CH:14]1[CH2:15][CH2:16][CH2:17][CH2:18][CH2:19][CH2:20][CH2:21][CH2:22][CH2:23][CH3:24].[OH2:25].[n:1]1[c:2](-[c:7]2[nH:8][cH:9][cH:10][n:11]2)[cH:3][cH:4][cH:5][cH:6]1>>[n:1]1[c:2](-[c:7]2[n:8][cH:9][cH:10][n:11]2[CH2:13][CH:14]([OH:12])[CH2:15][CH2:16][CH2:17][CH2:18][CH2:19][CH2:20][CH2:21][CH2:22][CH2:23][CH3:24])[cH:3][cH:4][cH:5][cH:6]1. Starting materials: N1CCC(CC1)N1C=NC(=C1)NC(C(CCC)NC(CC1=CC(=CC(=C1)F)F)=O)=O (2-[2-(3,5-Difluoro-phenyl)-acetylamino]-pentanoic acid (1-piperidin-4-yl-1H-imidazol-4-yl)-amide), ClC(C)Cl (Dichloroethane), CC(CC=O)(C)C (3,3-dimethylbutyraldehyde), C(C)(=O)O[BH-](OC(C)=O)OC(C)=O.[Na+] (sodiumtriacetoxyborohydride). Run in C(C)N(CC)CC (triethyamine), C1CCOC1 (THF). Reaction conditions: time 8 hour. Product: CC(CCN1CCC(CC1)N1C=NC(=C1)NC(C(CCC)NC(CC1=CC(=CC(=C1)F)F)=O)=O)(C)C (2-[2-(3,5-Difluoro-phenyl)-acetylamino]-pentanoic acid {1-[1-(3,3-dimethyl-butyl)-piperidin-4-yl]-1H-imidazol-4-yl}-amide). RXN SMILES: [NH:1]1[CH2:6][CH2:5][CH:4]([N:7]2[CH:11]=[C:10]([NH:12][C:13](=[O:30])[CH:14]([NH:18][C:19](=[O:29])[CH2:20][C:21]3[CH:26]=[C:25]([F:27])[CH:24]=[C:23]([F:28])[CH:22]=3)[CH2:15][CH2:16][CH3:17])[N:9]=[CH:8]2)[CH2:3][CH2:2]1.ClC(Cl)C.[CH3:35][C:36]([CH3:41])([CH3:40])[CH2:37][CH:38]=O.C(O[BH-](OC(=O)C)OC(=O)C)(=O)C.[Na+]>C(N(CC)CC)C.C1COCC1>[CH3:35][C:36]([CH3:41])([CH3:40])[CH2:37][CH2:38][N:1]1[CH2:6][CH2:5][CH:4]([N:7]2[CH:11]=[C:10]([NH:12][C:13](=[O:30])[CH:14]([NH:18][C:19](=[O:29])[CH2:20][C:21]3[CH:26]=[C:25]([F:27])[CH:24]=[C:23]([F:28])[CH:22]=3)[CH2:15][CH2:16][CH3:17])[N:9]=[CH:8]2)[CH2:3][CH2:2]1 |f:3.4|. Procedure: 2-[2-(3,5-Difluoro-phenyl)-acetylamino]-pentanoic acid (1-piperidin-4-yl-1H-imidazol-4-yl)-amide (100 mg, 2.4 mmol) was charged with 1 mL of THF, 1 mL of Dichloroethane, 0.06 mL of triethyamine, 0.03 mL of 3,3-dimethylbutyraldehyde, and 63 mg of sodiumtriacetoxyborohydride. The reaction was stirred overnight, quenched with sodiumbicarbonate, extracted with methylene chloride, and the resultant oil purified by silica gel chromatography to afford the title compound: C13 NMR (100 MHz, CDCl3) 13.9, ... Starting materials: [BH3-]C#N, CO, Cc1cccc(C(O)CN)c1, [Na+], COC(=O)Cc1ccc(OCC(C)=O)cc1, c1ccccc1. Yields the product COC(=O)Cc1ccc(OCC(C)NCC(O)c2cccc(C)c2)cc1. Reaction SMILES: [C:34]([BH3-:35])#[N:36].[CH3:38][OH:39].[NH2:1][CH2:2][CH:3]([OH:4])[c:5]1[cH:6][c:7]([CH3:11])[cH:8][cH:9][cH:10]1.[Na+:37].[O:12]=[C:13]([CH2:14][O:15][c:16]1[cH:17][cH:18][c:19]([CH2:22][C:23](=[O:24])[O:25][CH3:26])[cH:20][cH:21]1)[CH3:27].[cH:28]1[cH:29][cH:30][cH:31][cH:32][cH:33]1>>[NH:1]([CH2:2][CH:3]([OH:4])[c:5]1[cH:6][c:7]([CH3:11])[cH:8][cH:9][cH:10]1)[CH:13]([CH2:14][O:15][c:16]1[cH:17][cH:18][c:19]([CH2:22][C:23](=[O:24])[O:25][CH3:26])[cH:20][cH:21]1)[CH3:27]. Starting materials: CC(=O)OC(C)=O, O=COC=O, ClC(Cl)Cl, Cc1cc2c(c3ccc(=O)[nH]c13)OC(CN)C2, C1CCOC1. Product: Cc1cc2c(c3ccc(=O)[nH]c13)OC(CNC=O)C2. Reaction SMILES: [CH3:18][C:19](=[O:20])[O:21][C:22](=[O:23])[CH3:24].[CH:25]([O:26][CH:27]=[O:28])=[O:29].[CH:35]([Cl:36])([Cl:37])[Cl:38].[NH2:1][CH2:2][CH:3]1[CH2:4][c:5]2[c:6]([c:7]3[cH:8][cH:9][c:10](=[O:16])[nH:11][c:12]3[c:13]([CH3:15])[cH:14]2)[O:17]1.[O:30]1[CH2:31][CH2:32][CH2:33][CH2:34]1>>[NH:1]([CH2:2][CH:3]1[CH2:4][c:5]2[c:6]([c:7]3[cH:8][cH:9][c:10](=[O:16])[nH:11][c:12]3[c:13]([CH3:15])[cH:14]2)[O:17]1)[CH:19]=[O:20].